From a dataset of the Open Reaction Database (ORD), a public repository of structured organic reaction records. describe an organic reaction: reactants, conditions, products, and yield The reactants are COC(C1=CN=C(C(=C1)Br)Cl)=O (5-bromo-6-chloro-nicotinic acid methyl ester), N[C@@H](CC(C)C)CO ((S)-(+)-leucinol), N1CCCC1 (pyrrolidine), ClC=1C=C(C=CC1Cl)B(O)O (3,4-dichlorophenyl-boronic acid). The product is ClC=1C=C(C=CC1Cl)C=1C(=NC=C(C(=O)N[C@@H](CC(C)C)CO)C1)N1CCCC1 (5-(3,4-Dichloro-phenyl)-N—((S)-1-hydroxymethyl-3-methyl-butyl)-6-pyrrolidin-1-yl-nicotinamide). As a reaction SMILES: CO[C:3](=[O:12])[C:4]1[CH:9]=[C:8](Br)[C:7](Cl)=[N:6][CH:5]=1.[NH:13]1[CH2:17][CH2:16][CH2:15][CH2:14]1.[Cl:18][C:19]1[CH:20]=[C:21](B(O)O)[CH:22]=[CH:23][C:24]=1[Cl:25].[NH2:29][C@H:30]([CH2:35][OH:36])[CH2:31][CH:32]([CH3:34])[CH3:33]>>[Cl:18][C:19]1[CH:20]=[C:21]([C:8]2[C:7]([N:13]3[CH2:17][CH2:16][CH2:15][CH2:14]3)=[N:6][CH:5]=[C:4]([CH:9]=2)[C:3]([NH:29][C@H:30]([CH2:35][OH:36])[CH2:31][CH:32]([CH3:34])[CH3:33])=[O:12])[CH:22]=[CH:23][C:24]=1[Cl:25]. Procedure: The title compound was synthesized in analogy to the procedure described for the preparation of Example 43, using 5-bromo-6-chloro-nicotinic acid methyl ester, pyrrolidine (commercially available), 3,4-dichlorophenyl-boronic acid (commercially available) and (S)-(+)-leucinol (commercially available) as starting materials. MS (ISP): 436.3 (M+H+). Starting materials: C(C1=CC=CC=C1)OC1=C(C=CC(=C1)C1=CN(C=C1)[Si](C(C)C)(C(C)C)C(C)C)N1CC(NS1(=O)=O)=O (5-[2-benzyloxy-4-(1-triisopropylsilanyl-1H-pyrrol-3-yl)-phenyl]-1,1-dioxo-1,2,5-thiadiazolidin-3-one). The reagents and catalysts are [Pd] (Pd/C). The solvent is CCO.CCOC(=O)C (EtOH EtOAc), CCO (EtOH). Reaction conditions: time 18 hour. Yields the product OC1=C(C=CC(=C1)C1=CN(C=C1)[Si](C(C)C)(C(C)C)C(C)C)N1CC(NS1(=O)=O)=O (5-[2-Hydroxy-4-(1-triisopropylsilanyl-1H-pyrrol-3-yl)-phenyl]-1,1-dioxo-1,2,5-thiadiazolidin-3-one). As a reaction SMILES: C([O:8][C:9]1[CH:14]=[C:13]([C:15]2[CH:19]=[CH:18][N:17]([Si:20]([CH:27]([CH3:29])[CH3:28])([CH:24]([CH3:26])[CH3:25])[CH:21]([CH3:23])[CH3:22])[CH:16]=2)[CH:12]=[CH:11][C:10]=1[N:30]1[S:34](=[O:36])(=[O:35])[NH:33][C:32](=[O:37])[CH2:31]1)C1C=CC=CC=1>CCO.CCOC(C)=O.CCO.[Pd]>[OH:8][C:9]1[CH:14]=[C:13]([C:15]2[CH:19]=[CH:18][N:17]([Si:20]([CH:21]([CH3:22])[CH3:23])([CH:24]([CH3:25])[CH3:26])[CH:27]([CH3:29])[CH3:28])[CH:16]=2)[CH:12]=[CH:11][C:10]=1[N:30]1[S:34](=[O:36])(=[O:35])[NH:33][C:32](=[O:37])[CH2:31]1 |f:1.2|. Procedure details: To a slurry of Pd/C (10 mg) in 10 mL of EtOH/EtOAc (1:1) is added a solution of 5-[2-benzyloxy-4-(1-triisopropylsilanyl-1H-pyrrol-3-yl)-phenyl]-1,1-dioxo-1,2,5-thiadiazolidin-3-one in EtOH. The mixture is stirred under an atmosphere of H2 for 18 h then the catalyst is removed by filtration through a pad of Celite. The filtrate is concentrated under reduced pressure to afford the title compound which is used directly in the next step: (M−1)−=448. Starting materials: CNC1CCC(C)CC1, Cc1cc(O)ccc1NC(=O)c1cc(Cl)ncn1. The product is Cc1cc(O)ccc1NC(=O)c1cc(N(C)C2CCC(C)CC2)ncn1. RXN SMILES: [CH3:19][NH:20][CH:21]1[CH2:22][CH2:23][CH:24]([CH3:27])[CH2:25][CH2:26]1.[Cl:1][c:2]1[cH:3][c:4]([C:8](=[O:9])[NH:10][c:11]2[c:12]([CH3:18])[cH:13][c:14]([OH:17])[cH:15][cH:16]2)[n:5][cH:6][n:7]1>>[c:2]1([N:20]([CH3:19])[CH:21]2[CH2:22][CH2:23][CH:24]([CH3:27])[CH2:25][CH2:26]2)[cH:3][c:4]([C:8](=[O:9])[NH:10][c:11]2[c:12]([CH3:18])[cH:13][c:14]([OH:17])[cH:15][cH:16]2)[n:5][cH:6][n:7]1. Reactants: C1=C(C=CC2=CC=CC=C12)SC([C@@H](NC([C@@H](NC(=O)OC(C)(C)C)CC1=CC=CC=C1)=O)CCCNC(=O)OCC1=CC=CC=C1)=O (Boc-Phenylalanyl-Nδ-Cbz-ornithinyl 2-Naphthyl Thioether), FC(C(=O)O)(F)F.C(C)[SiH](CC)CC (trifluoroacetic acid triethylsilane). Run at temperature 25 celsius, time 1 hour. The product is FC(C(=O)O)(F)F.C1=C(C=CC2=CC=CC=C12)SC([C@@H](NC([C@@H](N)CC1=CC=CC=C1)=O)CCCN)=O (Phenylalanyl-Ornithinyl 2-Naphthyl Thioether Trifluoroacetate). As a reaction SMILES: [CH:1]1[C:10]2[C:5](=[CH:6][CH:7]=[CH:8][CH:9]=2)[CH:4]=[CH:3][C:2]=1[S:11][C:12](=[O:47])[C@H:13]([CH2:33][CH2:34][CH2:35][NH:36]C(OCC1C=CC=CC=1)=O)[NH:14][C:15](=[O:32])[C@H:16]([CH2:25][C:26]1[CH:31]=[CH:30][CH:29]=[CH:28][CH:27]=1)[NH:17]C(OC(C)(C)C)=O.[F:48][C:49]([F:54])([F:53])[C:50]([OH:52])=[O:51].C([SiH](CC)CC)C>>[F:48][C:49]([F:54])([F:53])[C:50]([OH:52])=[O:51].[CH:1]1[C:10]2[C:5](=[CH:6][CH:7]=[CH:8][CH:9]=2)[CH:4]=[CH:3][C:2]=1[S:11][C:12](=[O:47])[C@H:13]([CH2:33][CH2:34][CH2:35][NH2:36])[NH:14][C:15](=[O:32])[C@H:16]([CH2:25][C:26]1[CH:31]=[CH:30][CH:29]=[CH:28][CH:27]=1)[NH2:17] |f:1.2,3.4|. Reported procedure: A solution of Boc-phenylalanyl-Nδ-Cbz-ornithinyl 2-naphthyl thioether (C) (30 mg) and a mixture of trifluoroacetic acid-triethylsilane (3:1) (10 ml) was stirred at 25° C. for 1 hr and concentrated in vacuo. The crude material was purified by HPLC to afford desired product (10 mg) as a white solid: HPLC (method A, retention time=46.26 min); 1H NMR (400 MHz, D2O) δ1.69 (m, 2H), 1.77 (m, 1H), 1.87 (m, 1H), 2.84 (t, J=8.4, 2H), 3.02 (m, 2H), 3.09 (dd, J=14.4; 7.2 Hz, 1H), 3.22 (dd, J=14.0 5.2 Hz, 1H... Starting materials: ClC1=C(C(=O)N[C@H](C(=O)O)C\C=C\C2=CC=C(C=C2)N(C2=NC=CC=N2)C)C(=CC=C1)Cl ((S,E)-2-(2,6-dichlorobenzamido)-5-[4-(methyl-pyrimidin-2-ylamino)phenyl]pent-4-enoic acid), [OH-].[Na+] (sodium hydroxide). Run in CO (methanol). Reaction conditions: time 5 minute. Yields the product [Na+].ClC1=C(C(=O)N[C@H](C(=O)[O-])C\C=C\C2=CC=C(C=C2)N(C2=NC=CC=N2)C)C(=CC=C1)Cl ((S,E)-2-(2,6-dichlorobenzamido)-5-[4-(methyl-pyrimidin-2-ylamino)phenyl]pent-4-enoic acid sodium salt). Reaction SMILES: [Cl:1][C:2]1[CH:31]=[CH:30][CH:29]=[C:28]([Cl:32])[C:3]=1[C:4]([NH:6][C@@H:7]([CH2:11]/[CH:12]=[CH:13]/[C:14]1[CH:19]=[CH:18][C:17]([N:20]([CH3:27])[C:21]2[N:26]=[CH:25][CH:24]=[CH:23][N:22]=2)=[CH:16][CH:15]=1)[C:8]([OH:10])=[O:9])=[O:5].[OH-].[Na+:34]>CO>[Na+:34].[Cl:1][C:2]1[CH:31]=[CH:30][CH:29]=[C:28]([Cl:32])[C:3]=1[C:4]([NH:6][C@@H:7]([CH2:11]/[CH:12]=[CH:13]/[C:14]1[CH:15]=[CH:16][C:17]([N:20]([CH3:27])[C:21]2[N:22]=[CH:23][CH:24]=[CH:25][N:26]=2)=[CH:18][CH:19]=1)[C:8]([O-:10])=[O:9])=[O:5] |f:1.2,4.5|. Procedure details: To a solution of (S,E)-2-(2,6-dichlorobenzamido)-5-[4-(methyl-pyrimidin-2-ylamino)phenyl]pent-4-enoic acid (10.60 g) in methanol (200 ml), 1N aqueous sodium hydroxide solution (22.5 ml) was added, and the resulting mixture was stirred at room temperature for 5 minutes. The reaction solution was concentrated to dryness to obtain (S,E)-2-(2,6-dichlorobenzamido)-5-[4-(methyl-pyrimidin-2-ylamino)phenyl]pent-4-enoic acid sodium salt (11.08 g). IR(KBr)cm−1: 3385, 1584, 1552, 1486, 1431, 1397, 1315, 11... Reactants: C(C)C(CC)(C)C=1C=CC(NN1)=O (6-(1-ethyl-1-methylpropyl)pyridazin-3-one), P(=O)(Cl)(Cl)Cl (phosphorus oxychloride). The product is ClC=1N=NC(=CC1)C(CC)(C)CC (3-chloro-6-(1-ethyl-1-methylpropyl)pyridazine). Reaction SMILES: [CH2:1]([C:3]([C:7]1[CH:8]=[CH:9][C:10](=O)[NH:11][N:12]=1)([CH3:6])[CH2:4][CH3:5])[CH3:2].P(Cl)(Cl)([Cl:16])=O>>[Cl:16][C:10]1[N:11]=[N:12][C:7]([C:3]([CH2:4][CH3:5])([CH3:6])[CH2:1][CH3:2])=[CH:8][CH:9]=1. Reported procedure: To 34 g. of 6-(1-ethyl-1-methylpropyl)pyridazin-3-one was added 175 ml. of phosphorus oxychloride, and the mixture was stirred under reflux for 30 minutes. It was then cooled, excess phosphorus oxychloride was removed under vacuum, and the residual oil was poured into ice water. The residue was made basic to pH 9 with ammonia, and triturated. The aqueous mixture so prepared was extracted with two one-liter portions of diethyl ether, and the combined organics were dried and evaporated under vacuu... The reactants are CC=1NC=CC1 (2-methylpyrrole), N1(C=CC=C1)CC1=CC=C(C=C1)I (4-(pyrrol-1-ylmethyl)phenyliodide). Yields the product CC=1N(C=CC1)C1=CC=C(C=C1)I (4-(2-Methylpyrrol-1-yl)phenyl iodide). Reaction SMILES: [CH3:1][C:2]1[NH:3][CH:4]=[CH:5][CH:6]=1.N1(C[C:13]2[CH:18]=[CH:17][C:16]([I:19])=[CH:15][CH:14]=2)C=CC=C1>>[CH3:1][C:2]1[N:3]([C:13]2[CH:18]=[CH:17][C:16]([I:19])=[CH:15][CH:14]=2)[CH:4]=[CH:5][CH:6]=1. Procedure details: The titled compound was prepared from 2-methylpyrrole (J. Org. Chem. 1956, 21, 918.) in an analogous manner to that of 4-(pyrrol-1-ylmethyl)phenyl iodide (EP 488 602 A1).